From a dataset of the Open Reaction Database (ORD), a public repository of structured organic reaction records. describe an organic reaction: reactants, conditions, products, and yield Starting materials: NC1=C(C(=O)NN)C=CC=C1 (2-aminobenzoic hydrazide), CN=C=S (methyl isothiocyanate). Run in CN(C)C=O (DMF). Yields the product NC1=C(C(=O)NNC(=S)NC)C=CC=C1 (1-(2-aminobenzoyl) 4-methylthiosemicarbazide). As a reaction SMILES: [NH2:1][C:2]1[CH:11]=[CH:10][CH:9]=[CH:8][C:3]=1[C:4]([NH:6][NH2:7])=[O:5].[CH3:12][N:13]=[C:14]=[S:15]>CN(C=O)C>[NH2:1][C:2]1[CH:11]=[CH:10][CH:9]=[CH:8][C:3]=1[C:4]([NH:6][NH:7][C:14]([NH:13][CH3:12])=[S:15])=[O:5]. Procedure details: To a solution of 2-aminobenzoic hydrazide (1.5 g) in DMF was added 0.7 g of methyl isothiocyanate and the mixture was stand for a day. The solvent was removed and chloroform was added to the residue to give 2.1 of 1-(2-aminobenzoyl) 4-methylthiosemicarbazide as a precipitate. Reactants: CCCCC(O)c1cccc(Br)n1, C1CCOC1, O=C(N=NC(=O)N1CCCCC1)N1CCCCC1, CCOC(=O)CCc1ccc(O)cc1C. Product: CCCCC(Oc1ccc(CCC(=O)OCC)c(C)c1)c1cccc(Br)n1. Reaction SMILES: [Br:1][c:2]1[cH:3][cH:4][cH:5][c:6]([CH:8]([CH2:9][CH2:10][CH2:11][CH3:12])[OH:13])[n:7]1.[CH2:47]1[O:48][CH2:49][CH2:50][CH2:51]1.[N:29]([C:30]([N:31]1[CH2:32][CH2:33][CH2:34][CH2:35][CH2:36]1)=[O:37])=[N:38][C:39]([N:40]1[CH2:41][CH2:42][CH2:43][CH2:44][CH2:45]1)=[O:46].[OH:14][c:15]1[cH:16][c:17]([CH3:28])[c:18]([CH2:21][CH2:22][C:23](=[O:24])[O:25][CH2:26][CH3:27])[cH:19][cH:20]1>>[Br:1][c:2]1[cH:3][cH:4][cH:5][c:6]([CH:8]([CH2:9][CH2:10][CH2:11][CH3:12])[O:13][c:15]2[cH:16][c:17]([CH3:28])[c:18]([CH2:21][CH2:22][C:23](=[O:24])[O:25][CH2:26][CH3:27])[cH:19][cH:20]2)[n:7]1. Reactants: N1C(=NC=C1)C(=O)OCC (ethyl imidazole-2-carboxylate), BrCCOC1=CC=CC=C1 (β-bromophenetole), C([O-])([O-])=O.[K+].[K+] (potassium carbonate), C(C)(=O)OCC (Ethyl acetate). The solvent is CN(C=O)C (N,N-dimethylformamide). Conditions: temperature 80 celsius, time 1 hour. The product is O(C1=CC=CC=C1)CCN1C(=NC=C1)C(=O)OCC (ethyl 1-(2-phenoxyethyl)imidazole-2-carboxylate). The yield is 92.8%. RXN SMILES: [NH:1]1[CH:5]=[CH:4][N:3]=[C:2]1[C:6]([O:8][CH2:9][CH3:10])=[O:7].Br[CH2:12][CH2:13][O:14][C:15]1[CH:20]=[CH:19][CH:18]=[CH:17][CH:16]=1.C(=O)([O-])[O-].[K+].[K+].C(OCC)(=O)C>CN(C)C=O>[O:14]([CH2:13][CH2:12][N:1]1[CH:5]=[CH:4][N:3]=[C:2]1[C:6]([O:8][CH2:9][CH3:10])=[O:7])[C:15]1[CH:20]=[CH:19][CH:18]=[CH:17][CH:16]=1 |f:2.3.4|. Procedure: To a solution of ethyl imidazole-2-carboxylate (0.505 g, 3.60 mmol) in N,N-dimethylformamide (6 ml) were added β-bromophenetole (0.804 g, 4.00 mmol) and potassium carbonate (0.598 g, 4.32 mmol), and the mixture was stirred at 80° C. for 1 hr. Ethyl acetate was added to the reaction mixture, the mixture was washed with water, and the organic layer was dried over sodium sulfate. The solvent was evaporated under reduced pressure, and the obtained residue was purified by silica gel column chromatogr...